This data is from the Open Reaction Database (ORD), a public repository of structured organic reaction records. The task is: describe an organic reaction: reactants, conditions, products, and yield Starting materials: CC(C)([O-])C.[K+] (potassium tert-butoxide), COC=1C=C(C=C(C1OC)OC)O (3,4,5-trimethoxyphenol), CC=1N=C(N2N=C(N=C(C21)N2N=CN=C2)C2=CC(=CC=C2)[N+](=O)[O-])C (5,7-Dimethyl-2-(3-nitrophenyl)-4-(1H-1,2,4-triazol-1-yl)imidazo[5,1-f][1,2,4]triazine). Run in O1CCCC1 (tetrahydrofuran). The product is CC=1N=C(N2N=C(N=C(C21)OC2=CC(=C(C(=C2)OC)OC)OC)C2=CC(=CC=C2)[N+](=O)[O-])C (5,7-Dimethyl-2-(3-nitrophenyl)-4-(3,4,5-trimethoxyphenoxy)imidazo[5,1-f][1,2,4]triazine). As a reaction SMILES: CC(C)([O-])C.[K+].[CH3:7][O:8][C:9]1[CH:10]=[C:11]([OH:19])[CH:12]=[C:13]([O:17][CH3:18])[C:14]=1[O:15][CH3:16].[CH3:20][C:21]1[N:22]=[C:23]([CH3:44])[N:24]2[C:29]=1[C:28](N1C=NC=N1)=[N:27][C:26]([C:35]1[CH:40]=[CH:39][CH:38]=[C:37]([N+:41]([O-:43])=[O:42])[CH:36]=1)=[N:25]2>O1CCCC1>[CH3:20][C:21]1[N:22]=[C:23]([CH3:44])[N:24]2[C:29]=1[C:28]([O:19][C:11]1[CH:12]=[C:13]([O:17][CH3:18])[C:14]([O:15][CH3:16])=[C:9]([O:8][CH3:7])[CH:10]=1)=[N:27][C:26]([C:35]1[CH:40]=[CH:39][CH:38]=[C:37]([N+:41]([O-:43])=[O:42])[CH:36]=1)=[N:25]2 |f:0.1|. Reported procedure: A solution of 175.17 mg (1.04 mmol) of potassium tert-butoxide and 287.53 mg (1.56 mmol) of 3,4,5-trimethoxyphenol in 20 ml of tetrahydrofuran is stirred for 30 min. 350 mg (1.04 mmol) of 5,7-dimethyl-2-(3-nitrophenyl)-4-(1H-1,2,4-triazol-1-yl)imidazo[5,1-f][1,2,4]triazine from example 12A are added thereto and the mixture is heated for 2 h to 70° C. After cooling, the solvent is removed and the residue is taken up and extracted with dichloromethane and 1N sodium hydroxide solution. The organic ... Starting materials: FC1=CC=CC=C1 (fluorobenzene), FC1=CC=CC=C1 (fluorobenzene), [Cl-].[Al+3].[Cl-].[Cl-] (Aluminum chloride), C(CCC)(=O)Cl (butyryl chloride). Solvent: ClCCl (dichloromethane), ClCCl (dichloromethane). Reaction conditions: temperature 25 celsius, time 18 hour. The product is FC1=CC=C(C=C1)C(CCC)=O (4'-fluorobutyrophenone). Yield: 80.2%. Reaction SMILES: [Cl-].[Al+3].[Cl-].[Cl-].[C:5](Cl)(=[O:9])[CH2:6][CH2:7][CH3:8].[F:11][C:12]1[CH:17]=[CH:16][CH:15]=[CH:14][CH:13]=1>ClCCl>[F:11][C:12]1[CH:17]=[CH:16][C:15]([C:5](=[O:9])[CH2:6][CH2:7][CH3:8])=[CH:14][CH:13]=1 |f:0.1.2.3|. Procedure details: Aluminum chloride (139 g, 1.04 mol) was added to a solution of butyryl chloride (55.45 g, 0.520 mol, Aldrich) in dichloromethane (500 ml) stirring under a nitrogen atmosphere at 25° C. A solution of fluorobenzene (50.1 g, 0.521 mol, Aldrich) in dichloromethane was added and stirring was continued for 18 h. The reaction solution was poured over ice and extracted with dichloromethane (3×400 ml) . The combined dichloromethane extractions were washed with deionized water (2×250 ml), 1.0N hydrochlori... The reactants are C(C)(C)(C)OC(=O)NC(CC(=O)OCC)CCCCCCCCCCC(CC(=O)OCC)C(=O)OCC1=CC=CC=C1 (Diethyl 2-t-butoxycarbonylamino-13-benzyloxycarbonyl-1,14-tetradecanedicarboxylate). The reagents and catalysts are [Pd] (Pd-C). Solvent: C(C)(=O)OCC (ethyl acetate). Reaction conditions: time 2 hour. The product is C(C)(C)(C)OC(=O)NC(CC(=O)OCC)CCCCCCCCCCC(CC(=O)OCC)C(=O)O (diethyl 2-t-butoxycarbonylamino-13-carboxy-1,14-tetradecanedicarboxylate). RXN SMILES: [C:1]([O:5][C:6]([NH:8][CH:9]([CH2:16][CH2:17][CH2:18][CH2:19][CH2:20][CH2:21][CH2:22][CH2:23][CH2:24][CH2:25][CH:26]([C:33]([O:35]CC1C=CC=CC=1)=[O:34])[CH2:27][C:28]([O:30][CH2:31][CH3:32])=[O:29])[CH2:10][C:11]([O:13][CH2:14][CH3:15])=[O:12])=[O:7])([CH3:4])([CH3:3])[CH3:2]>C(OCC)(=O)C.[Pd]>[C:1]([O:5][C:6]([NH:8][CH:9]([CH2:16][CH2:17][CH2:18][CH2:19][CH2:20][CH2:21][CH2:22][CH2:23][CH2:24][CH2:25][CH:26]([C:33]([OH:35])=[O:34])[CH2:27][C:28]([O:30][CH2:31][CH3:32])=[O:29])[CH2:10][C:11]([O:13][CH2:14][CH3:15])=[O:12])=[O:7])([CH3:2])([CH3:4])[CH3:3]. Procedure: Diethyl 2-t-butoxycarbonylamino-13-benzyloxycarbonyl-1,14-tetradecanedicarboxylate (5.0 g, 8.87 mmol) is dissolved in ethyl acetate (150.0 mL), and 10% Pd-C (2.6 g) is added. The reaction flask is put under an atmosphere of hydrogen and stirred for 2 hours. The product is then filtered through a pad of Celite, and the solvent is evaporated to give diethyl 2-t-butoxycarbonylamino-13-carboxy-1,14-tetradecanedicarboxylate. Reactants: C([O-])([O-])=O.[K+].[K+] (potassium carbonate), IC (iodomethane), FC=1C(=C(C2=C(C(C=C(O2)C2=CC(=C(C=C2)NC(C(C)(C)C)=O)F)=O)C1NC(C(C)(C)C)=O)F)O (6,8-difluoro-2-(3-fluoro-4-pivaloylaminophenyl )-7-hydroxy-5-pivaloylamino-4H-1-benzopyran-4-one). The solvent is CC(=O)C (acetone). Yields the product FC=1C(=C(C2=C(C(C=C(O2)C2=CC(=C(C=C2)NC(C(C)(C)C)=O)F)=O)C1NC(C(C)(C)C)=O)F)OC (6,8-difluoro-2-(3-fluoro-4-pivaloylaminophenyl)-7-methoxy-5-pivaloylamino-4H-1-benzopyran-4-one). The yield is 78.2%. Reaction SMILES: [F:1][C:2]1[C:3]([OH:35])=[C:4]([F:34])[C:5]2[O:10][C:9]([C:11]3[CH:16]=[CH:15][C:14]([NH:17][C:18](=[O:23])[C:19]([CH3:22])([CH3:21])[CH3:20])=[C:13]([F:24])[CH:12]=3)=[CH:8][C:7](=[O:25])[C:6]=2[C:26]=1[NH:27][C:28](=[O:33])[C:29]([CH3:32])([CH3:31])[CH3:30].[C:36](=O)([O-])[O-].[K+].[K+].IC>CC(C)=O>[F:1][C:2]1[C:3]([O:35][CH3:36])=[C:4]([F:34])[C:5]2[O:10][C:9]([C:11]3[CH:16]=[CH:15][C:14]([NH:17][C:18](=[O:23])[C:19]([CH3:22])([CH3:21])[CH3:20])=[C:13]([F:24])[CH:12]=3)=[CH:8][C:7](=[O:25])[C:6]=2[C:26]=1[NH:27][C:28](=[O:33])[C:29]([CH3:32])([CH3:31])[CH3:30] |f:1.2.3|. Reported procedure: 348 mg (0.710 mmol) of 6,8-difluoro-2-(3-fluoro-4-pivaloylaminophenyl )-7-hydroxy-5-pivaloylamino-4H-1-benzopyran-4-one obtained in Example 86 (3) was dissolved in 35 mL of acetone, 166 mg (1.20 mmol) of potassium carbonate and 0.45 mL (7.1 mmol) of iodomethane were added and the mixture was heated at reflux for 40 minutes. The reaction solution was filtered, the filtrate was concentrated, water was added to the residue and the mixture was extracted once with ethyl acetate. The organic layer was... Reactants: C1(CCCC2=CC=C(C=C12)C(=O)O)=O (1-tetralon-7-carboxylic acid), CO (methanol), acid, ice water. Product: COC(=O)C1=CC=C2CCCC(C2=C1)=O (1-tetralon-7-carboxylic acid methyl ester). Yield: 48.6%. As a reaction SMILES: [C:1]1(=[O:14])[C:10]2[C:5](=[CH:6][CH:7]=[C:8]([C:11]([OH:13])=[O:12])[CH:9]=2)[CH2:4][CH2:3][CH2:2]1.[CH3:15]O>>[CH3:15][O:12][C:11]([C:8]1[CH:9]=[C:10]2[C:5]([CH2:4][CH2:3][CH2:2][C:1]2=[O:14])=[CH:6][CH:7]=1)=[O:13]. Procedure: Part A--A mixture of 1-tetralon-7-carboxylic acid (7.0 g, 0.037 mol) in methanol (13.6 mL, 10.8 g, 0.30 mol) with a catalytic amount of hydrochloriic acid (0.07 mL, 0.12 g, 0.0012 mol) was stirred at reflux over 5 hours. The cooled reaction mixture was poured into ice water and extracted with ethyl acetate. The combined organic layers were backwashed with water and brine, dried over anhydrous magnesium sulfate and evaporated to dryness under reduced pressure. The resulting solid was purified by ... Yield: 39.0%. The reactants are [OH-].[Na+] (sodium hydroxide), ClC1=C(C=CC=C1)C(C(=O)C1=CC=CC=C1)=O (1-(2-chlorophenyl)-2-phenylethanedione), N(C(=N)N)C=1NC2=C(N1)C=CC=C2 (2-guanidinobenzimidazole). The solvent is O (water), CO (methanol). As a reaction SMILES: [Cl:1][C:2]1[CH:7]=[CH:6][CH:5]=[CH:4][C:3]=1[C:8](=O)[C:9]([C:11]1[CH:16]=[CH:15][CH:14]=[CH:13][CH:12]=1)=O.[NH:18]([C:22]1[NH:23][C:24]2[CH:30]=[CH:29][CH:28]=[CH:27][C:25]=2[N:26]=1)[C:19]([NH2:21])=[NH:20].[OH-].[Na+]>CO.O>[N:26]1[C:25]2[CH:27]=[CH:28][CH:29]=[CH:30][C:24]=2[NH:23][C:22]=1[N:18]=[C:19]1[NH:21][C:9]2([C:11]3[CH:16]=[CH:15][CH:14]=[CH:13][CH:12]=3)[NH:21][C:19](=[N:18][C:22]3[NH:26][C:25]4[CH:27]=[CH:28][CH:29]=[CH:30][C:24]=4[N:23]=3)[NH:20][C:8]2([C:3]2[CH:4]=[CH:5][CH:6]=[CH:7][C:2]=2[Cl:1])[NH:20]1 |f:2.3|. Procedure details: Following the procedure of Example 1, 1-(2-chlorophenyl)-2-phenylethanedione (0.25 g, 1.0 mmol) and 2-guanidinobenzimidazole (0.215 g, 1.2 mmol) in methanol (12 mL) was treated with a solution of sodium hydroxide (48 mg, 1.2 mmol) in 1.2 mL of water. The title compound was isolated as pale yellow crystals (130 mg, 39% yield). MS (ESI) m/z 559 [M+H]+. The product is N1=C(NC2=C1C=CC=C2)N=C2NC1(C(NC(N1)=NC=1NC3=C(N1)C=CC=C3)(N2)C2=CC=CC=C2)C2=C(C=CC=C2)Cl (2,5-bis[2-benzimidazolylimino]-3a-(2-chlorophenyl)-6a-phenyl-1,2,3,3a,4,5,6,6a-octahydroimidazo[4,5-d]imidazole), crystals. Reactants: NC=1SC=CN1 (2-aminothiazole), BrCC(=O)C1=CC(=CC=C1)OC (2-bromo-3′-methoxyacetophenone), [OH-].[NH4+] (ammonium hydroxide). Solvent: C(C)O (ethanol). Run at time 18 hour. The product is COC=1C=C(C=CC1)C=1N=C2SC=CN2C1 (6-(3-methoxyphenyl)-imidazo[2,1-b]thiazole). Yield: 82.9%. Reaction SMILES: [NH2:1][C:2]1[S:3][CH:4]=[CH:5][N:6]=1.Br[CH2:8][C:9]([C:11]1[CH:16]=[CH:15][CH:14]=[C:13]([O:17][CH3:18])[CH:12]=1)=O.[OH-].[NH4+]>C(O)C>[CH3:18][O:17][C:13]1[CH:12]=[C:11]([C:9]2[N:1]=[C:2]3[N:6]([CH:8]=2)[CH:5]=[CH:4][S:3]3)[CH:16]=[CH:15][CH:14]=1 |f:2.3|. Procedure details: To a mixture of 2-aminothiazole (2.7 g, 26.7 mmol) and 2-bromo-3′-methoxyacetophenone (6.0 g, 0.0262 mol) was added absolute ethanol (100 ml). The reaction was allowed to reflux with vigorous stirring for 18 hours (checked by HPLC). The reaction mixture was reduced to half its original volume in vacuo. The remaining liquid was poured onto ice and the solution made basic by the addition of ammonium hydroxide solution (30%). The resulting fine solid was filtered and washed with water resulting in ... Reactants: C(CC)P1(OP(OP(O1)(=O)CCC)(=O)CCC)=O (T3P), C(CC)P1(OP(OP(O1)(CCC)=O)(CCC)=O)=O (2,4,6-tripropyl-1,3,5,2,4,6-trioxatriphosphorinane 2,4,6-trioxide), solution, N1(CCCCC1)C1CCN(CC1)CC=1C(=NC2=CC(=C(C=C2C1C(=O)O)S(=O)(=O)CC)OC)C1=CC(=CC=C1)C(F)(F)F (3-(1,4′-bipiperidin-1′-ylmethyl)-6-(ethylsulfonyl)-7-(methyloxy)-2-[3-(trifluoromethyl)phenyl]-4-quinolinecarboxylic acid), FC([C@H](N)C1=CC=CC=C1)(F)F ((1R)-2,2,2-trifluoro-1-phenylethanamine), C(C)(C)N(C(C)C)CC (N,N-diisopropylethylamine). Solvent: C(=O)(O)[O-].[Na+] (NaHCO3), C(C)(=O)OCC (ethyl acetate), ClCCl (dichloromethane). Reaction conditions: temperature 0 celsius, time 2 hour. Product: N1(CCCCC1)C1CCN(CC1)CC=1C(=NC2=CC(=C(C=C2C1C(=O)N[C@@H](C(F)(F)F)C1=CC=CC=C1)S(=O)(=O)CC)OC)C1=CC(=CC=C1)C(F)(F)F (3-(1,4′-bipiperidin-1′-ylmethyl)-6-(ethylsulfonyl)-7-(methyloxy)-2-[3-(trifluoromethyl)phenyl]-N-[(1R)-2,2,2-trifluoro-1-phenylethyl]-4-quinolinecarboxamide). Yield: 67.8%. RXN SMILES: C(P1(=O)OP(CCC)(=O)OP(CCC)(=O)O1)CC.[N:19]1([CH:25]2[CH2:30][CH2:29][N:28]([CH2:31][C:32]3[C:33]([C:52]4[CH:57]=[CH:56][CH:55]=[C:54]([C:58]([F:61])([F:60])[F:59])[CH:53]=4)=[N:34][C:35]4[C:40]([C:41]=3[C:42](O)=[O:43])=[CH:39][C:38]([S:45]([CH2:48][CH3:49])(=[O:47])=[O:46])=[C:37]([O:50][CH3:51])[CH:36]=4)[CH2:27][CH2:26]2)[CH2:24][CH2:23][CH2:22][CH2:21][CH2:20]1.[F:62][C:63]([F:73])([F:72])[C@@H:64]([C:66]1[CH:71]=[CH:70][CH:69]=[CH:68][CH:67]=1)[NH2:65].C(N(CC)C(C)C)(C)C>C(OCC)(=O)C.ClCCl.C([O-])(O)=O.[Na+]>[N:19]1([CH:25]2[CH2:26][CH2:27][N:28]([CH2:31][C:32]3[C:33]([C:52]4[CH:57]=[CH:56][CH:55]=[C:54]([C:58]([F:59])([F:61])[F:60])[CH:53]=4)=[N:34][C:35]4[C:40]([C:41]=3[C:42]([NH:65][C@H:64]([C:66]3[CH:71]=[CH:70][CH:69]=[CH:68][CH:67]=3)[C:63]([F:72])([F:73])[F:62])=[O:43])=[CH:39][C:38]([S:45]([CH2:48][CH3:49])(=[O:47])=[O:46])=[C:37]([O:50][CH3:51])[CH:36]=4)[CH2:29][CH2:30]2)[CH2:24][CH2:23][CH2:22][CH2:21][CH2:20]1 |f:6.7|. Procedure details: T3P (2,4,6-tripropyl-1,3,5,2,4,6-trioxatriphosphorinane 2,4,6-trioxide, 0.253 mL of a 50% solution in ethyl acetate, 0.425 mmol) was added to a solution of 3-(1,4′-bipiperidin-1′-ylmethyl)-6-(ethylsulfonyl)-7-(methyloxy)-2-[3-(trifluoromethyl)phenyl]-4-quinolinecarboxylic acid (0.200 g, 0.304 mmol), (1R)-2,2,2-trifluoro-1-phenylethanamine (0.069 g, 0.395 mmol), N,N-diisopropylethylamine (10.60 μL, 0.061 mmol) in dichloromethane (2 mL) at 0° C. The mixture was stirred at 0° C. for 2 h, warmed to ...